From a dataset of the Open Reaction Database (ORD), a public repository of structured organic reaction records. describe an organic reaction: reactants, conditions, products, and yield Reactants: ClC1=CC=C(C=C1)NC=1C(=CC=CC1)N (N1-(4-chlorophenyl)benzene-1,2-diamine), CC(C(=O)Cl)(C(=O)Cl)C (2,2-dimethylmalonyl dichloride). Run in C1(=CC=CC=C1)C (toluene). Yields the product ClC1=CC=C(C=C1)N1C2=C(NC(C(C1=O)(C)C)=O)C=CC=C2 (1-(4-chlorophenyl)-3,3-dimethyl-1H-benzo[b][1,4]diazepine-2,4(3H,5H)-dione). Isolated yield 57.8%. As a reaction SMILES: [Cl:1][C:2]1[CH:7]=[CH:6][C:5]([NH:8][C:9]2[C:10]([NH2:15])=[CH:11][CH:12]=[CH:13][CH:14]=2)=[CH:4][CH:3]=1.[CH3:16][C:17]([CH3:24])([C:21](Cl)=[O:22])[C:18](Cl)=[O:19]>C1(C)C=CC=CC=1>[Cl:1][C:2]1[CH:7]=[CH:6][C:5]([N:8]2[C:18](=[O:19])[C:17]([CH3:24])([CH3:16])[C:21](=[O:22])[NH:15][C:10]3[CH:11]=[CH:12][CH:13]=[CH:14][C:9]2=3)=[CH:4][CH:3]=1. Procedure details: To a stirred refluxing solution of N1-(4-chlorophenyl)benzene-1,2-diamine (200 mg, 0.92 mmol) in toluene (20 mL) was added drop-wise a solution of 2,2-dimethylmalonyl dichloride (155 mg, 0.92 mmol). Then the mixture was refluxed for 1 h. The solvent was removed in vacuum, stirred with water (20 mL), extracted with DCM (20 mL×3). The combined organic layer was dried over Na2SO4. The mixture was concentrated in vacuum and the residue was purified by column chromatography (silica-gel, DCM: methanol...